This data is from the Open Reaction Database (ORD), a public repository of structured organic reaction records. The task is: describe an organic reaction: reactants, conditions, products, and yield The reactants are CN(C)C=O, O=[N+]([O-])c1ccc2c3c1oc1ccc(O)cc1c3nn2CCN(CCOCc1ccccc1)Cc1ccccc1. Product: Nc1ccc2c3c1oc1ccc(O)cc1c3nn2CCN(CCOCc1ccccc1)Cc1ccccc1. Reaction SMILES: [CH3:41][N:42]([CH3:43])[CH:44]=[O:45].[N+:1]([O-:2])(=[O:3])[c:4]1[c:5]2[c:6]3[c:7]([n:8][n:9]([CH2:13][CH2:14][N:15]([CH2:16][c:17]4[cH:18][cH:19][cH:20][cH:21][cH:22]4)[CH2:23][CH2:24][O:25][CH2:26][c:27]4[cH:28][cH:29][cH:30][cH:31][cH:32]4)[c:10]3[cH:11][cH:12]1)[c:33]1[c:34]([o:35]2)[cH:36][cH:37][c:38]([OH:40])[cH:39]1>>[NH2:1][c:4]1[c:5]2[c:6]3[c:7]([n:8][n:9]([CH2:13][CH2:14][N:15]([CH2:16][c:17]4[cH:18][cH:19][cH:20][cH:21][cH:22]4)[CH2:23][CH2:24][O:25][CH2:26][c:27]4[cH:28][cH:29][cH:30][cH:31][cH:32]4)[c:10]3[cH:11][cH:12]1)[c:33]1[c:34]([o:35]2)[cH:36][cH:37][c:38]([OH:40])[cH:39]1. Starting materials: CCO, CCOC(=O)C(C)(C)c1ccc([N+](=O)[O-])cc1, [Pd]. The product is CCOC(=O)C(C)(C)c1ccc(N)cc1. Reaction SMILES: [CH3:18][CH2:19][OH:20].[CH3:1][C:2]([C:3](=[O:4])[O:5][CH2:6][CH3:7])([CH3:8])[c:9]1[cH:10][cH:11][c:12]([N+:15]([O-:16])=[O:17])[cH:13][cH:14]1.[Pd:21]>>[CH3:1][C:2]([C:3](=[O:4])[O:5][CH2:6][CH3:7])([CH3:8])[c:9]1[cH:10][cH:11][c:12]([NH2:15])[cH:13][cH:14]1. The reactants are BrB(Br)Br, COc1ccc(-c2cccs2)cc1, ClCCl, [Na+], O=C([O-])O. The product is Oc1ccc(-c2cccs2)cc1. Reaction SMILES: [B:14]([Br:15])([Br:16])[Br:17].[CH3:1][O:2][c:3]1[cH:4][cH:5][c:6](-[c:9]2[s:10][cH:11][cH:12][cH:13]2)[cH:7][cH:8]1.[Cl:23][CH2:24][Cl:25].[Na+:22].[O-:18][C:19]([OH:20])=[O:21]>>[OH:2][c:3]1[cH:4][cH:5][c:6](-[c:9]2[s:10][cH:11][cH:12][cH:13]2)[cH:7][cH:8]1. The reactants are C(C)C(CNCC1=CC=C(S1)C=1C=C2C(=CNC2=C(C1)C(=O)N)C1CCN(CC1)S(=O)(=O)CC)CC (5-(5-{[(2-ethylbutyl)amino]methyl}-2-thienyl)-3-[1-(ethylsulfonyl)-4-piperidinyl]-1H-indole-7-carboxamide), [BH3-]C#N.[Na+] (NaCNBH3), C(=O)C1=CC=C(S1)B(O)O ((5-formyl-2-thienyl)boronic acid), C(C)OCCCN ([3-(ethyloxy)propyl]amine). The product is C(C)OCCCNCC1=CC=C(S1)B(O)O ([5-({[3-(ethyloxy)propyl]amino}methyl)-2-thienyl]boronic acid). Isolated yield 38.6%. RXN SMILES: C(C(CC)CNCC1SC(C2C=C3C(=C(C(N)=O)C=2)NC=C3C2CCN(S(CC)(=O)=O)CC2)=CC=1)C.[CH:37]([C:39]1[S:43][C:42]([B:44]([OH:46])[OH:45])=[CH:41][CH:40]=1)=O.[CH2:47]([O:49][CH2:50][CH2:51][CH2:52][NH2:53])[CH3:48].[BH3-]C#N.[Na+]>>[CH2:47]([O:49][CH2:50][CH2:51][CH2:52][NH:53][CH2:37][C:39]1[S:43][C:42]([B:44]([OH:46])[OH:45])=[CH:41][CH:40]=1)[CH3:48] |f:3.4|. Procedure: Following the general procedure of 5-(5-{[(2-ethylbutyl)amino]methyl}-2-thienyl)-3-[1-(ethylsulfonyl)-4-piperidinyl]-1H-indole-7-carboxamide, (5-formyl-2-thienyl)boronic acid (50 mg, 0.32 mmol), [3-(ethyloxy)propyl]amine (34 mg, 0.32 mmol), and NaCNBH3 (40 mg, 0.64 mmol) were reacted to give 30 mg of crude [5-({[3-(ethyloxy)propyl]amino}methyl)-2-thienyl]boronic acid. The crude [5-({[3-(ethyloxy)propyl]amino}methyl)-2-thienyl]boronic acid was then reacted with 5-bromo-3-[1-(ethylsulfonyl)-4-pipe...